This data is from the Open Reaction Database (ORD), a public repository of structured organic reaction records. The task is: describe an organic reaction: reactants, conditions, products, and yield Product: BrC1=C(C=C(C2=C1CCO2)N)C (4-bromo-5-methyl-2,3-dihydrobenzofuran-7-amine). Reactants: CC=1C=C(C2=C(CCO2)C1)N (5-methyl-2,3-dihydrobenzofuran-7-amine), C1CC(=O)N(C1=O)Br (NBS). Run at temperature 0 celsius, time 15 minute. Reaction SMILES: [CH3:1][C:2]1[CH:3]=[C:4]([NH2:11])[C:5]2[O:9][CH2:8][CH2:7][C:6]=2[CH:10]=1.C1C(=O)N([Br:19])C(=O)C1>CN(C=O)C>[Br:19][C:10]1[C:6]2[CH2:7][CH2:8][O:9][C:5]=2[C:4]([NH2:11])=[CH:3][C:2]=1[CH3:1]. Solvent: CN(C)C=O (DMF). Reported procedure: To a mixture of 5-methyl-2,3-dihydrobenzofuran-7-amine (1d) (1.0 g, 6.7 mmol) in DMF (21 mL) at 0° C., was added NBS (1.19 g, 6.7 mmol), it was stirred at 0° C., for 15 min. The mixture was extracted with EtOAc (150 mL), washed with saturated NaHSO3 (50 mL), water, brine, dried and concentrated. The residue was purified by column chromatography on silica gel eluting with hexanes/EtOAc (20:1) to give the title compound (1e) as a yellow solid. MS-ESI (m/z): 228 (M+1)+.